This data is from the Open Reaction Database (ORD), a public repository of structured organic reaction records. The task is: describe an organic reaction: reactants, conditions, products, and yield The reactants are C1CCOC1, COC(=O)c1ccc(Cl)cc1NS(=O)(=O)c1cccc2nsnc12, Cl, [Li+], [OH-]. The product is O=C(O)c1ccc(Cl)cc1NS(=O)(=O)c1cccc2nsnc12. RXN SMILES: [CH2:28]1[O:29][CH2:30][CH2:31][CH2:32]1.[CH3:1][O:2][C:3]([c:4]1[c:5]([NH:11][S:12](=[O:13])(=[O:14])[c:15]2[cH:16][cH:17][cH:18][c:19]3[c:20]2[n:21][s:22][n:23]3)[cH:6][c:7]([Cl:10])[cH:8][cH:9]1)=[O:24].[ClH:27].[Li+:26].[OH-:25]>>[O:2]=[C:3]([c:4]1[c:5]([NH:11][S:12](=[O:13])(=[O:14])[c:15]2[cH:16][cH:17][cH:18][c:19]3[c:20]2[n:21][s:22][n:23]3)[cH:6][c:7]([Cl:10])[cH:8][cH:9]1)[OH:24]. Reactants: C(C)(=O)N1CCC(CC1)=O (1-acetyl-4-piperidone), C(C)(C)NC(C)C (Di-isopropyl amine), C(CCC)[SnH](CCCC)CCCC (tributyltin hydride), C(CCC)[Li] (n-butyllithium). Solvent: C1CCOC1 (THF), C1CCOC1 (THF), C1CCOC1 (THF). Run at temperature 0 celsius, time 15 minute. The product is C(C)(=O)N1CCC(CC1)([Sn](CCCC)(CCCC)CCCC)O (1-Acetyl-4-hydroxy-4-(tributylstannyl)piperidine). Yield: 53.4%. Reaction SMILES: C(NC(C)C)(C)C.C([Li])CCC.[CH2:13]([SnH:17]([CH2:22][CH2:23][CH2:24][CH3:25])[CH2:18][CH2:19][CH2:20][CH3:21])[CH2:14][CH2:15][CH3:16].[C:26]([N:29]1[CH2:34][CH2:33][C:32](=[O:35])[CH2:31][CH2:30]1)(=[O:28])[CH3:27]>C1COCC1>[C:26]([N:29]1[CH2:34][CH2:33][C:32]([OH:35])([Sn:17]([CH2:13][CH2:14][CH2:15][CH3:16])([CH2:18][CH2:19][CH2:20][CH3:21])[CH2:22][CH2:23][CH2:24][CH3:25])[CH2:31][CH2:30]1)(=[O:28])[CH3:27]. Procedure: Di-isopropyl amine (11.9 ml, 85 mmol) was dissolved in THF (200 ml) and cooled to 0° C. and n-butyllithium (2M, 42 ml, 85 mmol) was added over one minute. This solution was stirred at 0° C. for 15 minutes and tributyltin hydride (22.8 ml, 85 mmol) was added over one minute to give a yellow solution. After 45 minutes at 0° C. the solution was cooled to -70° C. and 1-acetyl-4-piperidone (10.2 g, 71 mmol) in THF (60 ml) was added to the solution dropwise. Upon completion of this addition, the react... Starting materials: Cc1nc2ccc(C(=O)O)cc2n1Cc1cc2ccccc2cn1, C1=C(C2=NNCCCCCCCC2)CCCCCCCCC1, CCCCCS(N)(=O)=O, CN(C)C=O. The product is CCCCCS(=O)(=O)NC(=O)c1ccc2nc(C)n(Cc3cc4ccccc4cn3)c2c1. RXN SMILES: [C:1](=[O:2])([OH:3])[c:4]1[cH:5][cH:6][c:7]2[c:8]([n:9]([CH2:13][c:14]3[n:15][cH:16][c:17]4[cH:18][cH:19][cH:20][cH:21][c:22]4[cH:23]3)[c:10]([CH3:12])[n:11]2)[cH:24]1.[C:34]1([C:35]2=[CH:45][CH2:44][CH2:43][CH2:42][CH2:41][CH2:40][CH2:39][CH2:38][CH2:37][CH2:36]2)=[N:55][NH:54][CH2:53][CH2:52][CH2:51][CH2:50][CH2:49][CH2:48][CH2:47][CH2:46]1.[CH2:25]([CH2:26][CH2:27][CH2:28][CH3:29])[S:30](=[O:31])(=[O:32])[NH2:33].[CH3:56][N:57]([CH3:58])[CH:59]=[O:60]>>[C:1](=[O:2])([c:4]1[cH:5][cH:6][c:7]2[c:8]([n:9]([CH2:13][c:14]3[n:15][cH:16][c:17]4[cH:18][cH:19][cH:20][cH:21][c:22]4[cH:23]3)[c:10]([CH3:12])[n:11]2)[cH:24]1)[NH:33][S:30]([CH2:25][CH2:26][CH2:27][CH2:28][CH3:29])(=[O:31])=[O:32]. The reactants are C(=O)(O)[O-].[Na+] (NaHCO3), ClC1=CC(=C(C=C1)NCC1=CC=C(C(=O)OC)C=C1)[N+](=O)[O-] (Methyl 4-{[(4-chloro-2-nitrophenyl)amino]methyl}benzoate), O.O.Cl[Sn]Cl (SnCl2.2H2O). Run in CCOC(=O)C (EtOAc). Yields the product NC1=C(C=CC(=C1)Cl)NCC1=CC=C(C(=O)OC)C=C1 (Methyl 4-{[(2-amino-4-chlorophenyl)amino]methyl}benzoate). RXN SMILES: [Cl:1][C:2]1[CH:7]=[CH:6][C:5]([NH:8][CH2:9][C:10]2[CH:19]=[CH:18][C:13]([C:14]([O:16][CH3:17])=[O:15])=[CH:12][CH:11]=2)=[C:4]([N+:20]([O-])=O)[CH:3]=1.O.O.Cl[Sn]Cl.C([O-])(O)=O.[Na+]>CCOC(C)=O>[NH2:20][C:4]1[CH:3]=[C:2]([Cl:1])[CH:7]=[CH:6][C:5]=1[NH:8][CH2:9][C:10]1[CH:19]=[CH:18][C:13]([C:14]([O:16][CH3:17])=[O:15])=[CH:12][CH:11]=1 |f:1.2.3,4.5|. Reported procedure: The title compound of Example 12, Step A (3.6 mmol, 1.2 g) and SnCl2.2H2O (18 mmol, 4 g) were heated in DMP (10 mL) at 40° C. for 3 hr. The reaction mixture was poured into EtOAc and concentrated NaHCO3 and stirred. The resulting mixture was filtered over celite, and the filter cake was washed with EtOAc. The organic phase was collected, dried with Na2SO4 and reduced in vacuo. Flash chromatography on silica eluting with 20% and 30% EtOAc in hexanes afforded the product as a pale white solid. 1H ... Starting materials: BrC=1C=C(OC=2C(=NC=CC2C(F)(F)F)Cl)C=C(C1)Cl (3-(3-bromo-5-chlorophenoxy)-2-chloro-4-(trifluoromethyl)pyridine), [OH-].[K+] (potassium hydroxide). Run in C(C)(C)(C)O (tert-butanol). Reaction conditions: time 48 hour. Yields the product BrC=1C=C(OC=2C(NC=CC2C(F)(F)F)=O)C=C(C1)Cl (3-(3-bromo-5-chlorophenoxy)-4-(trifluoromethyl)pyridin-2(1H)-one). Reaction SMILES: [Br:1][C:2]1[CH:3]=[C:4]([CH:17]=[C:18]([Cl:20])[CH:19]=1)[O:5][C:6]1[C:7](Cl)=[N:8][CH:9]=[CH:10][C:11]=1[C:12]([F:15])([F:14])[F:13].[OH-:21].[K+]>C(O)(C)(C)C>[Br:1][C:2]1[CH:3]=[C:4]([CH:17]=[C:18]([Cl:20])[CH:19]=1)[O:5][C:6]1[C:7](=[O:21])[NH:8][CH:9]=[CH:10][C:11]=1[C:12]([F:15])([F:14])[F:13] |f:1.2|. Procedure details: To a round bottom flask charged with 3-(3-bromo-5-chlorophenoxy)-2-chloro-4-(trifluoromethyl)pyridine (9.1 g, 25.3 mmol) and potassium hydroxide (3.96 g, 70.5 mmol) was added tert-butanol (100 mL). This suspension was placed in an oil bath at 75° C. After 48 hours, the reaction mixture was allowed to cool to room temperature and was quenched with saturated aqueous ammonium chloride (50 mL) and diluted with water (50 mL). The mixture was extracted with ethyl acetate (2×100 mL) and the combined or... Yields the product C(C1=CC=CC=C1)OC1=C(C=CC(=C1)N(CCCCO)CCCC)C=CC1=CC=C(S1)C=O (5-[2-[2-benzyloxy-4-[butyl(4-hydroxybutyl)amino]phenyl]vinyl]thiophene-2-carboaldehyde). Reaction SMILES: [CH2:1]([O:8][C:9]1[CH:14]=[C:13]([N:15]([CH2:38][CH2:39][CH2:40][CH3:41])[CH2:16][CH2:17][CH2:18][CH2:19][O:20][Si](C(C)(C)C)(C2C=CC=CC=2)C2C=CC=CC=2)[CH:12]=[CH:11][C:10]=1[CH:42]=[CH:43][C:44]1[S:48][C:47]([CH:49]=[O:50])=[CH:46][CH:45]=1)[C:2]1[CH:7]=[CH:6][CH:5]=[CH:4][CH:3]=1.[F-].C([N+](CCCC)(CCCC)CCCC)CCC.O.C(OCC)(=O)C>O1CCCC1>[CH2:1]([O:8][C:9]1[CH:14]=[C:13]([N:15]([CH2:38][CH2:39][CH2:40][CH3:41])[CH2:16][CH2:17][CH2:18][CH2:19][OH:20])[CH:12]=[CH:11][C:10]=1[CH:42]=[CH:43][C:44]1[S:48][C:47]([CH:49]=[O:50])=[CH:46][CH:45]=1)[C:2]1[CH:7]=[CH:6][CH:5]=[CH:4][CH:3]=1 |f:1.2|. Procedure details: In 10 ml of tetrahydrofuran was dissolved 1.2 g (1.71 mmol) of 5-[2-[2-benzyloxy-4-[butyl[4-(tert-butyldiphenylsiloxy) butyl]amino]phenyl]vinyl]thiophene-2-carboaldehyde. To this mixture, 7.6 ml of tetrabutylammonium fluoride (1 mol/L solution in tetrahydrofuran) (7.6 mmol) was added dropwise with stirring at room temperature. The mixture was stirred for 1.5 hours. After the reaction mixture was poured into water, extraction with ethyl acetate, washing with a saturated saline solution, drying ov... Reactants: [F-].C(CCC)[N+](CCCC)(CCCC)CCCC (tetrabutylammonium fluoride), O (water), C(C)(=O)OCC (ethyl acetate), C(C1=CC=CC=C1)OC1=C(C=CC(=C1)N(CCCCO[Si](C1=CC=CC=C1)(C1=CC=CC=C1)C(C)(C)C)CCCC)C=CC1=CC=C(S1)C=O (5-[2-[2-benzyloxy-4-[butyl[4-(tert-butyldiphenylsiloxy) butyl]amino]phenyl]vinyl]thiophene-2-carboaldehyde). Run in O1CCCC1 (tetrahydrofuran). Yield: 69.9%. The reactants are ClC1=CC=C(C(=N1)C(=O)O)NC=1C=NC=NC1 (6-chloro-3-(pyrimidin-5-ylamino)-pyridine-2-carboxylic acid), CNC(=O)C=1N(N=CC1N)C (4-amino-2-methyl-2H-pyrazole-3-carboxylic acid methylamide), solid. The product is CN1N=CC(=C1C(NC)=O)NC(=O)C1=NC(=CC=C1NC=1C=NC=NC1)Cl (6-Chloro-3-(pyrimidin-5-ylamino)-pyridine-2-carboxylic acid (1-methyl-5-methylcarbamoyl-1H-pyrazol-4-yl)-amide). Reaction SMILES: [Cl:1][C:2]1[N:7]=[C:6]([C:8]([OH:10])=O)[C:5]([NH:11][C:12]2[CH:13]=[N:14][CH:15]=[N:16][CH:17]=2)=[CH:4][CH:3]=1.[CH3:18][NH:19][C:20]([C:22]1[N:23]([CH3:28])[N:24]=[CH:25][C:26]=1[NH2:27])=[O:21]>>[CH3:28][N:23]1[C:22]([C:20](=[O:21])[NH:19][CH3:18])=[C:26]([NH:27][C:8]([C:6]2[C:5]([NH:11][C:12]3[CH:13]=[N:14][CH:15]=[N:16][CH:17]=3)=[CH:4][CH:3]=[C:2]([Cl:1])[N:7]=2)=[O:10])[CH:25]=[N:24]1. Procedure: The product was obtained starting from 6-chloro-3-(pyrimidin-5-ylamino)-pyridine-2-carboxylic acid (30 mg, 0.12 mmol) and 4-amino-2-methyl-2H-pyrazole-3-carboxylic acid methylamide (24 mg, 0.15 mmol) according to the method described in example 64, step 6 as yellow solid (29 mg, 62%). Starting materials: CC(=O)O[BH-](OC(C)=O)OC(C)=O, C=C(C)OC, ClCCCl, [Na+], [Na+], [OH-], O=C(O)C(F)(F)F, FC(F)(F)Oc1ccc(NCc2cnc[nH]2)cc1. Product: CC(C)N(Cc1cnc[nH]1)c1ccc(OC(F)(F)F)cc1. Reaction SMILES: [C:31]([O:32][BH-:33]([O:34][C:35](=[O:36])[CH3:37])[O:38][C:39](=[O:40])[CH3:41])(=[O:42])[CH3:43].[CH3:19][O:20][C:21](=[CH2:22])[CH3:23].[Cl:47][CH2:48][CH2:49][Cl:50].[Na+:44].[Na+:46].[OH-:45].[OH:24][C:25]([C:26]([F:27])([F:28])[F:29])=[O:30].[n:1]1[cH:2][nH:3][c:4]([CH2:6][NH:7][c:8]2[cH:9][cH:10][c:11]([O:14][C:15]([F:16])([F:17])[F:18])[cH:12][cH:13]2)[cH:5]1>>[n:1]1[cH:2][nH:3][c:4]([CH2:6][N:7]([c:8]2[cH:9][cH:10][c:11]([O:14][C:15]([F:16])([F:17])[F:18])[cH:12][cH:13]2)[CH:21]([CH3:22])[CH3:23])[cH:5]1.